From a dataset of the Open Reaction Database (ORD), a public repository of structured organic reaction records. describe an organic reaction: reactants, conditions, products, and yield Reactants: C=O, C1CCOC1, COC(=O)C=CCNC1CCC1. Yields the product COC(=O)C=CCN(C)C1CCC1. RXN SMILES: [CH2:13]=[O:14].[CH2:15]1[O:16][CH2:17][CH2:18][CH2:19]1.[CH:1]1([NH:5][CH2:6][CH:7]=[CH:8][C:9](=[O:10])[O:11][CH3:12])[CH2:2][CH2:3][CH2:4]1>>[CH:1]1([N:5]([CH2:6][CH:7]=[CH:8][C:9](=[O:10])[O:11][CH3:12])[CH3:13])[CH2:2][CH2:3][CH2:4]1.